From a dataset of the Open Reaction Database (ORD), a public repository of structured organic reaction records. describe an organic reaction: reactants, conditions, products, and yield The reactants are Cc1ccccc1, O=C(O)c1c(Cl)cc(Cl)c(O)c1[N+](=O)[O-], [NH4+], [OH-], O=S(Cl)Cl. Product: NC(=O)c1c(Cl)cc(Cl)c(O)c1[N+](=O)[O-]. RXN SMILES: [CH3:22][c:23]1[cH:24][cH:25][cH:26][cH:27][cH:28]1.[Cl:1][c:2]1[c:3]([C:4](=[O:5])[OH:6])[c:7]([N+:13](=[O:14])[O-:15])[c:8]([OH:12])[c:9]([Cl:11])[cH:10]1.[NH4+:21].[OH-:20].[S:16]([Cl:17])([Cl:18])=[O:19]>>[Cl:1][c:2]1[c:3]([C:4](=[O:5])[NH2:21])[c:7]([N+:13](=[O:14])[O-:15])[c:8]([OH:12])[c:9]([Cl:11])[cH:10]1. Reactants: CCc1ccc(C=O)cc1, COC(=O)C(N)Cc1c[nH]c2ccccc12. Yields the product CCc1ccc(C2NC(C(=O)OC)Cc3c2[nH]c2ccccc32)cc1. As a reaction SMILES: [CH2:17]([CH3:18])[c:19]1[cH:20][cH:21][c:22]([CH:23]=[O:24])[cH:25][cH:26]1.[CH3:1][O:2][C:3]([CH:4]([NH2:5])[CH2:6][c:7]1[cH:8][nH:9][c:10]2[cH:11][cH:12][cH:13][cH:14][c:15]12)=[O:16]>>[CH3:1][O:2][C:3]([CH:4]1[NH:5][CH:23]([c:22]2[cH:21][cH:20][c:19]([CH2:17][CH3:18])[cH:26][cH:25]2)[c:8]2[c:7]([c:15]3[c:10]([nH:9]2)[cH:11][cH:12][cH:13][cH:14]3)[CH2:6]1)=[O:16]. Isolated yield 79.0%. Starting materials: COC1=NC2=CC=CC=C2C=C1NC(OC1=CC=CC=C1)=S (Phenyl N-(2-methoxyquinolin-3-yl)thiocarbamate), CC=1C=C(C=C(C1)C)N1CCNCC1 (1-(3,5-dimethylphenyl)piperazine). Reported procedure: Phenyl N-(2-methoxyquinolin-3-yl)thiocarbamate and 1-(3,5-dimethylphenyl)piperazine were reacted by the same way with the example 109 to obtain the titled compound. As a reaction SMILES: [CH3:1][O:2][C:3]1[C:12]([NH:13][C:14](=[S:22])OC2C=CC=CC=2)=[CH:11][C:10]2[C:5](=[CH:6][CH:7]=[CH:8][CH:9]=2)[N:4]=1.[CH3:23][C:24]1[CH:25]=[C:26]([N:31]2[CH2:36][CH2:35][NH:34][CH2:33][CH2:32]2)[CH:27]=[C:28]([CH3:30])[CH:29]=1>>[CH3:1][O:2][C:3]1[C:12]([NH:13][C:14]([N:34]2[CH2:35][CH2:36][N:31]([C:26]3[CH:27]=[C:28]([CH3:30])[CH:29]=[C:24]([CH3:23])[CH:25]=3)[CH2:32][CH2:33]2)=[S:22])=[CH:11][C:10]2[C:5](=[CH:6][CH:7]=[CH:8][CH:9]=2)[N:4]=1. Product: COC1=NC2=CC=CC=C2C=C1NC(=S)N1CCN(CC1)C1=CC(=CC(=C1)C)C (1[(2-Methoxyquinolin-3-yl)aminothiocarbonyl]-4-(3,5-dimethylphenyl)piperazine). Reported procedure: A solution of 2-amino-5-t-butyldiphenylsilyloxy-1,2,3,4-tetrahydronaphthalene (0.96 g), (4,5-diphenyloxazol-2-yl)methyl bromide (0.80 g) and potassium carbonate (0.41 g) in DMF (14 ml) was stirred for 3.5 hours at room temperature. The mixture was partitioned between ethyl acetate and water. The organic layer was washed with brine. The dried solvent was evaporated in vacuo to give crude 2-[(4,5-diphenyloxazol-2-yl)methylamino]-1,2,3,4-tetrahydro-5-t-butyldiphenylsilyloxynaphthalene. To a solutio... As a reaction SMILES: [NH2:1][CH:2]1[CH2:11][CH2:10][C:9]2[C:4](=[CH:5][CH:6]=[CH:7][C:8]=2[O:12][Si:13]([C:26]([CH3:29])([CH3:28])[CH3:27])([C:20]2[CH:25]=[CH:24][CH:23]=[CH:22][CH:21]=2)[C:14]2[CH:19]=[CH:18][CH:17]=[CH:16][CH:15]=2)[CH2:3]1.[C:30]1([C:36]2[N:37]=[C:38]([CH2:47]Br)[O:39][C:40]=2[C:41]2[CH:46]=[CH:45][CH:44]=[CH:43][CH:42]=2)[CH:35]=[CH:34][CH:33]=[CH:32][CH:31]=1.C(=O)([O-])[O-].[K+].[K+]>CN(C=O)C>[C:30]1([C:36]2[N:37]=[C:38]([CH2:47][NH:1][CH:2]3[CH2:11][CH2:10][C:9]4[C:4](=[CH:5][CH:6]=[CH:7][C:8]=4[O:12][Si:13]([C:26]([CH3:29])([CH3:28])[CH3:27])([C:20]4[CH:25]=[CH:24][CH:23]=[CH:22][CH:21]=4)[C:14]4[CH:15]=[CH:16][CH:17]=[CH:18][CH:19]=4)[CH2:3]3)[O:39][C:40]=2[C:41]2[CH:42]=[CH:43][CH:44]=[CH:45][CH:46]=2)[CH:35]=[CH:34][CH:33]=[CH:32][CH:31]=1 |f:2.3.4|. Run in CN(C)C=O (DMF). Reactants: NC1CC2=CC=CC(=C2CC1)O[Si](C1=CC=CC=C1)(C1=CC=CC=C1)C(C)(C)C (2-amino-5-t-butyldiphenylsilyloxy-1,2,3,4-tetrahydronaphthalene), C1(=CC=CC=C1)C=1N=C(OC1C1=CC=CC=C1)CBr ((4,5-diphenyloxazol-2-yl)methyl bromide), C([O-])([O-])=O.[K+].[K+] (potassium carbonate). The product is C1(=CC=CC=C1)C=1N=C(OC1C1=CC=CC=C1)CNC1CC2=CC=CC(=C2CC1)O[Si](C1=CC=CC=C1)(C1=CC=CC=C1)C(C)(C)C (2-[(4,5-diphenyloxazol-2-yl)methylamino]-1,2,3,4-tetrahydro-5-t-butyldiphenylsilyloxynaphthalene). The reactants are CO, COC(=O)C1=C(C)NC(C)=C(C(=O)OC)C1c1cc([N+](=O)[O-])ccc1OCCCCN, c1ccc(OCC2CO2)cc1. The product is COC(=O)C1=C(C)NC(C)=C(C(=O)OC)C1c1cc([N+](=O)[O-])ccc1OCCCCNCC(O)COc1ccccc1. As a reaction SMILES: [CH3:43][OH:44].[NH2:1][CH2:2][CH2:3][CH2:4][CH2:5][O:6][c:7]1[c:8]([CH:16]2[C:17]([C:28](=[O:29])[O:30][CH3:31])=[C:18]([CH3:27])[NH:19][C:20]([CH3:26])=[C:21]2[C:22](=[O:23])[O:24][CH3:25])[cH:9][c:10]([N+:13](=[O:14])[O-:15])[cH:11][cH:12]1.[c:32]1([O:38][CH2:39][CH:40]2[CH2:41][O:42]2)[cH:33][cH:34][cH:35][cH:36][cH:37]1>>[NH:1]([CH2:2][CH2:3][CH2:4][CH2:5][O:6][c:7]1[c:8]([CH:16]2[C:17]([C:28](=[O:29])[O:30][CH3:31])=[C:18]([CH3:27])[NH:19][C:20]([CH3:26])=[C:21]2[C:22](=[O:23])[O:24][CH3:25])[cH:9][c:10]([N+:13](=[O:14])[O-:15])[cH:11][cH:12]1)[CH2:41][CH:40]([CH2:39][O:38][c:32]1[cH:33][cH:34][cH:35][cH:36][cH:37]1)[OH:42].